Dataset: the Open Reaction Database (ORD), a public repository of structured organic reaction records. Task: describe an organic reaction: reactants, conditions, products, and yield Starting materials: CCCn1c(=O)[nH]c(C)c([N+](=O)[O-])c1=O, CCI, [K+], [K+], O=C([O-])[O-], CN(C)C=O. Yields the product CCCn1c(=O)c([N+](=O)[O-])c(C)n(CC)c1=O. As a reaction SMILES: [CH3:1][c:2]1[c:3]([N+:13](=[O:14])[O-:15])[c:4](=[O:12])[n:5]([CH2:9][CH2:10][CH3:11])[c:6](=[O:8])[nH:7]1.[I:22][CH2:23][CH3:24].[K+:16].[K+:17].[O-:18][C:19]([O-:20])=[O:21].[O:25]=[CH:26][N:27]([CH3:28])[CH3:29]>>[CH3:1][c:2]1[c:3]([N+:13](=[O:14])[O-:15])[c:4](=[O:12])[n:5]([CH2:9][CH2:10][CH3:11])[c:6](=[O:8])[n:7]1[CH2:23][CH3:24].